Dataset: the Open Reaction Database (ORD), a public repository of structured organic reaction records. Task: describe an organic reaction: reactants, conditions, products, and yield Starting materials: CCO, COc1ccc(NC(=O)c2cccnc2Cl)cc1, NCC1CCN(c2ccncc2)CC1. Yields the product COc1ccc(NC(=O)c2cccnc2NCC2CCN(c3ccncc3)CC2)cc1. As a reaction SMILES: [CH3:33][CH2:34][OH:35].[Cl:1][c:2]1[n:3][cH:4][cH:5][cH:6][c:7]1[C:8](=[O:9])[NH:10][c:11]1[cH:12][cH:13][c:14]([O:17][CH3:18])[cH:15][cH:16]1.[n:19]1[cH:20][cH:21][c:22]([N:25]2[CH2:26][CH2:27][CH:28]([CH2:31][NH2:32])[CH2:29][CH2:30]2)[cH:23][cH:24]1>>[c:2]1([NH:32][CH2:31][CH:28]2[CH2:27][CH2:26][N:25]([c:22]3[cH:21][cH:20][n:19][cH:24][cH:23]3)[CH2:30][CH2:29]2)[n:3][cH:4][cH:5][cH:6][c:7]1[C:8](=[O:9])[NH:10][c:11]1[cH:12][cH:13][c:14]([O:17][CH3:18])[cH:15][cH:16]1. The reactants are O (Water), O=S1(C=CC2=C1C=C(C=C2)NC(OCC(Cl)(Cl)Cl)=O)=O (2,2,2-trichloroethyl (1,1-dioxido-1-benzothien-6-yl)carbamate), S1C(=CC=C1)C1=NSC(=N1)N1CCNCC1 (1-[3-(2-thienyl)-1,2,4-thiadiazol-5-yl]piperazine), C(C)(C)N(CC)C(C)C (diisopropylethylamine). Run in CS(=O)C (dimethyl sulfoxide). The product is O=S1(C=CC2=C1C=C(C=C2)NC(=O)N2CCN(CC2)C2=NC(=NS2)C=2SC=CC2)=O (N-(1,1-Dioxido-1-benzothien-6-yl)-4-[3-(2-thienyl)-1,2,4-thiadiazol-5-yl]piperazine-1-carboxamide). RXN SMILES: [O:1]=[S:2]1(=[O:20])[C:6]2[CH:7]=[C:8]([NH:11][C:12](=[O:19])OCC(Cl)(Cl)Cl)[CH:9]=[CH:10][C:5]=2[CH:4]=[CH:3]1.[S:21]1[CH:25]=[CH:24][CH:23]=[C:22]1[C:26]1[N:30]=[C:29]([N:31]2[CH2:36][CH2:35][NH:34][CH2:33][CH2:32]2)[S:28][N:27]=1.C(N(C(C)C)CC)(C)C.O>CS(C)=O>[O:20]=[S:2]1(=[O:1])[C:6]2[CH:7]=[C:8]([NH:11][C:12]([N:34]3[CH2:33][CH2:32][N:31]([C:29]4[S:28][N:27]=[C:26]([C:22]5[S:21][CH:25]=[CH:24][CH:23]=5)[N:30]=4)[CH2:36][CH2:35]3)=[O:19])[CH:9]=[CH:10][C:5]=2[CH:4]=[CH:3]1. Procedure: A mixed solution of 2,2,2-trichloroethyl (1,1-dioxido-1-benzothien-6-yl)carbamate (257 mg, 0.720 mmol), 1-[3-(2-thienyl)-1,2,4-thiadiazol-5-yl]piperazine (200 mg, 0.792 mmol) and diisopropylethylamine (0.129 ml, 0.720 mmol) in dimethyl sulfoxide (2.5 ml) was stirred at 70° C. for 3 hours. Water was poured to the reaction mixture, and the resulting solution was extracted with ethyl acetate. The extract was washed with water and dried over anhydrous magnesium sulfate, and the solvent was distilled... The reactants are ClC1=C(C(=O)OCC)C(=CC=C1OCOC)Cl (ethyl 2,6-dichloro-3-(methoxymethoxy)benzoate), [H-].[Al+3].[Li+].[H-].[H-].[H-] (lithium aluminum hydride), O (Water). Solvent: O1CCCC1 (tetrahydrofuran), O1CCCC1 (tetrahydrofuran). Conditions: time 18 hour. Yields the product ClC1=C(CO)C(=CC=C1OCOC)Cl (2,6-dichloro-3-(methoxymethoxy)benzyl alcohol). As a reaction SMILES: [H-].[Al+3].[Li+].[H-].[H-].[H-].[Cl:7][C:8]1[C:18]([O:19][CH2:20][O:21][CH3:22])=[CH:17][CH:16]=[C:15]([Cl:23])[C:9]=1[C:10](OCC)=[O:11].O>O1CCCC1>[Cl:7][C:8]1[C:18]([O:19][CH2:20][O:21][CH3:22])=[CH:17][CH:16]=[C:15]([Cl:23])[C:9]=1[CH2:10][OH:11] |f:0.1.2.3.4.5|. Procedure: To a suspension of lithium aluminum hydride (347 mg) in tetrahydrofuran was dropwise added a solution of ethyl 2,6-dichloro-3-(methoxymethoxy)benzoate (2.55 g) in tetrahydrofuran at 0° C. under nitrogen atmosphere, and the mixture was stirred for 30 minutes at the same temperature and for 18 hour at ambient temperature. Water was dropwise added thereto at 0° C., and the mixture was extracted with ethyl acetate. The organic layer was washed with water and brine, dried over magnesium sulfate and e... Starting materials: CCCC(=O)c1sc(N)nc1-c1ccco1, O=C(Cl)C1CC1, [Na+], O=C([O-])O, c1ccncc1. The product is CCCC(=O)c1sc(NC(=O)C2CC2)nc1-c1ccco1. As a reaction SMILES: [CH2:1]([CH2:2][CH3:3])[C:4](=[O:5])[c:6]1[c:7](-[c:12]2[o:13][cH:14][cH:15][cH:16]2)[n:8][c:9]([NH2:11])[s:10]1.[CH:17]1([C:20](=[O:21])[Cl:22])[CH2:18][CH2:19]1.[Na+:23].[OH:24][C:25](=[O:26])[O-:27].[cH:28]1[cH:29][cH:30][n:31][cH:32][cH:33]1>>[CH2:1]([CH2:2][CH3:3])[C:4](=[O:5])[c:6]1[c:7](-[c:12]2[o:13][cH:14][cH:15][cH:16]2)[n:8][c:9]([NH:11][C:20]([CH:17]2[CH2:18][CH2:19]2)=[O:21])[s:10]1.